From a dataset of the Open Reaction Database (ORD), a public repository of structured organic reaction records. describe an organic reaction: reactants, conditions, products, and yield Reactants: C1(C=2C(C(N1C(CC(=O)O)CC)=O)=CC=CC2)=O (3-phthalimidovaleric acid), C(=O)(N1C=NC=C1)N1C=NC=C1 (carbonyldiimidazole), ClC=1C=CC2=C(C(=NCC(=N2)NN)C2=CC=CC=C2)C1 (7-chloro-2-hydrazino-5-phenyl-3H-1,4-benzodiazepine). Run in O1CCCC1 (tetrahydrofuran). The product is ClC=1C=CC2=C(C(=NCC(=N2)NNC(CC(CC)N2C(C=3C(C2=O)=CC=CC3)=O)=O)C3=CC=CC=C3)C1 (3-phthalimidovaleric acid, 2-(7-chloro-5-phenyl-3H-1,4-benzodiazepin-2-yl)hydrazide). RXN SMILES: [C:1]1(=[O:18])[N:5]([CH:6]([CH2:11][CH3:12])[CH2:7][C:8]([OH:10])=O)[C:4](=[O:13])[C:3]2=[CH:14][CH:15]=[CH:16][CH:17]=[C:2]12.C(N1C=CN=C1)(N1C=CN=C1)=O.[Cl:31][C:32]1[CH:33]=[CH:34][C:35]2[N:41]=[C:40]([NH:42][NH2:43])[CH2:39][N:38]=[C:37]([C:44]3[CH:49]=[CH:48][CH:47]=[CH:46][CH:45]=3)[C:36]=2[CH:50]=1>O1CCCC1>[Cl:31][C:32]1[CH:33]=[CH:34][C:35]2[N:41]=[C:40]([NH:42][NH:43][C:8](=[O:10])[CH2:7][CH:6]([N:5]3[C:1](=[O:18])[C:2]4=[CH:17][CH:16]=[CH:15][CH:14]=[C:3]4[C:4]3=[O:13])[CH2:11][CH3:12])[CH2:39][N:38]=[C:37]([C:44]3[CH:49]=[CH:48][CH:47]=[CH:46][CH:45]=3)[C:36]=2[CH:50]=1. Procedure details: In the manner given in Example 20, 3-phthalimidovaleric acid and carbonyldiimidazole are allowed to react in tetrahydrofuran. To this mixture is added 7-chloro-2-hydrazino-5-phenyl-3H-1,4-benzodiazepine to give 3-phthalimidovaleric acid, 2-(7-chloro-5-phenyl-3H-1,4-benzodiazepin-2-yl)hydrazide which is warmed with acetic acid to give N-[2-(8-chloro-6-phenyl-4H-s-triazolo[4,3-a][1,4]benzodiazepin-1-yl)butyl]phthalimide